This data is from the Open Reaction Database (ORD), a public repository of structured organic reaction records. The task is: describe an organic reaction: reactants, conditions, products, and yield The reactants are C(C)OC(CCC1=C(C=C(C=C1)OC1=CC(=CC(=C1)F)OC1=C(C=C(C=C1)C(F)(F)F)Br)C)=O (3-{4-[3-(2-Bromo-4-trifluoromethyl-phenoxy)-5-fluoro-phenoxy]-2-methyl-phenyl}-propionic acid ethyl ester), N1=CC(=CC=C1)B(O)O (pyridine-3-boronic acid). Product: FC=1C=C(OC2=CC(=C(C=C2)CCC(=O)O)C)C=C(C1)OC1=C(C=C(C=C1)C(F)(F)F)C=1C=NC=CC1 (3-{4-[3-Fluoro-5-(2-pyridin-3-yl-4-trifluoromethyl-phenoxy)-phenoxy]-2-methyl-phenyl}-propionic acid). Reaction SMILES: C([O:3][C:4](=[O:34])[CH2:5][CH2:6][C:7]1[CH:12]=[CH:11][C:10]([O:13][C:14]2[CH:19]=[C:18]([F:20])[CH:17]=[C:16]([O:21][C:22]3[CH:27]=[CH:26][C:25]([C:28]([F:31])([F:30])[F:29])=[CH:24][C:23]=3Br)[CH:15]=2)=[CH:9][C:8]=1[CH3:33])C.[N:35]1[CH:40]=[CH:39][CH:38]=[C:37](B(O)O)[CH:36]=1>>[F:20][C:18]1[CH:19]=[C:14]([CH:15]=[C:16]([O:21][C:22]2[CH:27]=[CH:26][C:25]([C:28]([F:30])([F:29])[F:31])=[CH:24][C:23]=2[C:37]2[CH:36]=[N:35][CH:40]=[CH:39][CH:38]=2)[CH:17]=1)[O:13][C:10]1[CH:11]=[CH:12][C:7]([CH2:6][CH2:5][C:4]([OH:3])=[O:34])=[C:8]([CH3:33])[CH:9]=1. Procedure details: The title compound is prepare by reacting the compound of 3-{4-[3-(2-Bromo-4-trifluoromethyl-phenoxy)-5-fluoro-phenoxy]-2-methyl-phenyl}-propionic acid ethyl ester with pyridine-3-boronic acid as in Example 38 to afford 0.115 g (66%). 1H NMR (400 MHz, CDCl3); MS (ES+) m/z mass calculated for C29H21NO4F4 511, found 512 (M+1, 100%).